This data is from the Open Reaction Database (ORD), a public repository of structured organic reaction records. The task is: describe an organic reaction: reactants, conditions, products, and yield Reactants: BrC(Br)(Br)Br, CCCCCCCCCCCCCCCCCCOCC(CO)OCc1ccccc1, Cc1ccccc1, ClC(Cl)Cl, c1ccc(P(c2ccccc2)c2ccccc2)cc1. Product: CCCCCCCCCCCCCCCCCCOCC(CBr)OCc1ccccc1. As a reaction SMILES: [C:39]([Br:40])([Br:41])([Br:42])[Br:43].[CH2:1]([CH2:2][CH2:3][CH2:4][CH2:5][CH2:6][CH2:7][CH2:8][CH2:9][CH2:10][CH2:11][CH2:12][CH2:13][CH2:14][CH2:15][CH2:16][CH2:17][CH3:18])[O:19][CH2:20][CH:21]([O:22][CH2:23][c:24]1[cH:25][cH:26][cH:27][cH:28][cH:29]1)[CH2:30][OH:31].[CH3:32][c:33]1[cH:34][cH:35][cH:36][cH:37][cH:38]1.[CH:63]([Cl:64])([Cl:65])[Cl:66].[c:44]1([P:45]([c:46]2[cH:47][cH:48][cH:49][cH:50][cH:51]2)[c:52]2[cH:53][cH:54][cH:55][cH:56][cH:57]2)[cH:58][cH:59][cH:60][cH:61][cH:62]1>>[CH2:1]([CH2:2][CH2:3][CH2:4][CH2:5][CH2:6][CH2:7][CH2:8][CH2:9][CH2:10][CH2:11][CH2:12][CH2:13][CH2:14][CH2:15][CH2:16][CH2:17][CH3:18])[O:19][CH2:20][CH:21]([O:22][CH2:23][c:24]1[cH:25][cH:26][cH:27][cH:28][cH:29]1)[CH2:30][Br:40]. The reactants are Br (hydrogen bromide), N[C@@H](CCCNC(N)=N)C(=O)O (Arg), tetrapeptide, N[C@@H](CCCN)C(=O)O (Orn), N[C@@H](CCCNC(N)=N)C(=O)O (Arg), nitro Arg. Solvent: C(=O)(C(F)(F)F)O (TFA). Conditions: time 24 hour. Yields the product N[C@@H]([C@H](O)C)C(=O)O (Thr), N[C@@H](CCCCN)C(=O)O (Lys), N[C@@H](CCCNC(N)=N)C(=O)O (Arg). As a reaction SMILES: [NH2:1][C@H:2]([C:10]([OH:12])=[O:11])[CH2:3][CH2:4][CH2:5][NH:6][C:7](=[NH:9])[NH2:8].[NH2:13][C@H:14]([C:19]([OH:21])=[O:20])[CH2:15][CH2:16][CH2:17]N.Br>C(O)(C(F)(F)F)=O>[NH2:1][C@H:2]([C:10]([OH:12])=[O:11])[C@@H:3]([CH3:4])[OH:20].[NH2:13][C@H:14]([C:19]([OH:21])=[O:20])[CH2:15][CH2:16][CH2:17][CH2:2][NH2:1].[NH2:1][C@H:2]([C:10]([OH:12])=[O:11])[CH2:3][CH2:4][CH2:5][NH:6][C:7](=[NH:8])[NH2:9]. Procedure: 30 mg. of the tetrapeptide resin are hydrolyzed with 6 N hydrochloric acid in dioxane for 18 hours and the product assayed on the amino acid analyzer. It yields a ratio of Thr 1, Lys 1, Pro 1, Arg 1. The value for Arg is the sum of Arg, Orn and nitro Arg. The tetrapeptide is cleaved off the resin with hydrogen bromide in TFA at room temperature for 1- 1/2 hours. It is then dried in vacuo, washed twice with water and lyophilized. Its weight of 176 mg. represents a 78% yield based on Lys. It is th... Reactants: C1COC(C2=C(C=CC(=C2OC)OC)NC(=O)OCC)O1 (2-(N-Carbethoxyamino)-5,6-dimethoxybenzaldehyde-ethyleneketal), Cl (HCl). The solvent is CC(=O)C (acetone). Run at time 4 hour. Yields the product C(=O)(OCC)NC1=C(C=O)C(=C(C=C1)OC)OC (2-(N-Carbethoxyamino)-5,6-dimethoxybenzaldehyde). Yield: 91.6%. RXN SMILES: C1O[CH:4]([C:5]2[C:10]([O:11][CH3:12])=[C:9]([O:13][CH3:14])[CH:8]=[CH:7][C:6]=2[NH:15][C:16]([O:18][CH2:19][CH3:20])=[O:17])[O:3]C1.Cl>CC(C)=O>[C:16]([NH:15][C:6]1[CH:7]=[CH:8][C:9]([O:13][CH3:14])=[C:10]([O:11][CH3:12])[C:5]=1[CH:4]=[O:3])([O:18][CH2:19][CH3:20])=[O:17]. Reported procedure: 2-(N-Carbethoxyamino)-5,6-dimethoxybenzaldehyde-ethyleneketal (5.0 g, 16.8 mM) is dissolved in acetone (36 ml) and aqueous HCl (3 ml of 1N solution). The mixture is stirred at room temperature for 4 hours. The solvent is removed in vacuo to give a yellow solid (3.9 g). Recrystallization from n-hexane gives the pure product as a yellow solid; yield 3.6 g (84.7%); m.p. 86°-88° C. Starting materials: Cc1c(NCc2ccccc2)c(C)c2c(-c3ccc(C4CCCCC4)cc3)coc2c1C, CCCCCC. Yields the product Cc1c(N)c(C)c2c(-c3ccc(C4CCCCC4)cc3)coc2c1C. RXN SMILES: [CH2:1]([c:2]1[cH:3][cH:4][cH:5][cH:6][cH:7]1)[NH:8][c:9]1[c:10]([CH3:32])[c:11]([CH3:31])[c:12]2[c:13]([c:14](-[c:17]3[cH:18][cH:19][c:20]([CH:23]4[CH2:24][CH2:25][CH2:26][CH2:27][CH2:28]4)[cH:21][cH:22]3)[cH:15][o:16]2)[c:29]1[CH3:30].[CH3:33][CH2:34][CH2:35][CH2:36][CH2:37][CH3:38]>>[NH2:8][c:9]1[c:10]([CH3:32])[c:11]([CH3:31])[c:12]2[c:13]([c:14](-[c:17]3[cH:18][cH:19][c:20]([CH:23]4[CH2:24][CH2:25][CH2:26][CH2:27][CH2:28]4)[cH:21][cH:22]3)[cH:15][o:16]2)[c:29]1[CH3:30]. Reactants: ClC(=O)OCC(C)C (Isobutyl chloroformate), NC=1C=C2C(=CNC2=CC1)CC#N (5-amino-1H-indole-3-acetonitrile). The solvent is CN(C)C=O (DMF), O (water). Run at time 30 minute. Product: Cl.NCCC1=CNC2=CC=C(C=C12)NC(OCC(C)C)=O (2-methylpropyl [3(2-aminoethyl)-1H-indol-5-yl]carbamate, hydrochloride). As a reaction SMILES: [Cl:1][C:2]([O:4][CH2:5][CH:6]([CH3:8])[CH3:7])=[O:3].[NH2:9][C:10]1[CH:11]=[C:12]2[C:16](=[CH:17][CH:18]=1)[NH:15][CH:14]=[C:13]2[CH2:19][C:20]#[N:21]>CN(C=O)C.O>[ClH:1].[NH2:21][CH2:20][CH2:19][C:13]1[C:12]2[C:16](=[CH:17][CH:18]=[C:10]([NH:9][C:2](=[O:3])[O:4][CH2:5][CH:6]([CH3:8])[CH3:7])[CH:11]=2)[NH:15][CH:14]=1 |f:4.5|. Procedure details: Isobutyl chloroformate (1.5 ml) was added dropwise to a stirred solution of 5-amino-1H-indole-3-acetonitrile (1.7 g) in dry DMF (20 ml). After 10 min the solution was diluted with water (150 ml) and stirring continued for 30 min. The resulting solution was extracted with ethyl acetate (2×100 ml) and the combined extracts washed with brine (10%, 100 ml), water (100 ml), dried (Na2SO4) and evaporated in vacuo to yield the crude product as a brown oil. This was purified by column chromatography (Ki... Starting materials: [H-].[Na+] (Sodium hydride), N1C=NC=C1 (imidazole), O (water), COC(=O)C1=CC2=C(S1)C=CC(=C2)OCCCl (5-(2-Chloroethoxy)benzo[b]thiophene-2-carboxylic acid methyl ester). The solvent is CN(C=O)C (N,N-dimethylformamide). Reaction conditions: time 30 minute. Yields the product COC(=O)C1=CC2=C(S1)C=CC(=C2)OCCN2C=NC=C2 (5-[2-(1-imidazolyl)ethoxy]benzo[b]thiophene-2-carboxylic acid methyl ester). Yield: 33.1%. As a reaction SMILES: [H-].[Na+].[NH:3]1[CH:7]=[CH:6][N:5]=[CH:4]1.[CH3:8][O:9][C:10]([C:12]1[S:16][C:15]2[CH:17]=[CH:18][C:19]([O:21][CH2:22][CH2:23]Cl)=[CH:20][C:14]=2[CH:13]=1)=[O:11].O>CN(C)C=O>[CH3:8][O:9][C:10]([C:12]1[S:16][C:15]2[CH:17]=[CH:18][C:19]([O:21][CH2:22][CH2:23][N:3]3[CH:7]=[CH:6][N:5]=[CH:4]3)=[CH:20][C:14]=2[CH:13]=1)=[O:11] |f:0.1|. Procedure: Sodium hydride (0.22 g. of 50% dispersion in mineral oil) was added portionwise with stirring to a solution of imidazole (0.306 g.) in dry N,N-dimethylformamide (10 ml.) and the mixture was stirred at room temperature for 30 minutes and then warmed for a few minutes. 5-(2-Chloroethoxy)benzo[b]thiophene-2-carboxylic acid methyl ester (1.22 g.) was then added and the mixture was heated on a steam bath for 5 hours, and then cooled and poured into water. The mixture was extracted several times with ... Reactants: Cl.C1(=CC=CC=C1)[C@@]12N=C(SC[C@@H]1CNC2)NC(C2=CC=CC=C2)=O (N-[(4aR,7aS)-7a-phenyl-4a,5,6,7-tetrahydro-4H-pyrrolo[3,4-d][1,3]thiazin-2-yl]benzamide hydrochloride), C(C)(C)N(CC)C(C)C (diisopropylethylamine), ClC1=NC=C(C(=N1)C(C)C)F (2-chloro-5-fluoro-4-isopropyl-pyrimidine). Solvent: O1CCOCC1 (1,4-dioxane), O (water), C([O-])(O)=O.[Na+] (sodium bicarbonate). Product: FC=1C(=NC(=NC1)N1C[C@@]2(N=C(SC[C@@H]2C1)NC(C1=CC=CC=C1)=O)C1=CC=CC=C1)C(C)C (N-[(4aR,7aS)-6-(5-Fluoro-4-isopropyl-pyrimidin-2-yl)-7a-phenyl-4,4a,5,7-tetrahydropyrrolo[3,4-d][1,3]thiazin-2-yl]benzamide). Yield: 3090.6%. RXN SMILES: Cl.[C:2]1([C@:8]23[CH2:16][NH:15][CH2:14][C@H:13]2[CH2:12][S:11][C:10]([NH:17][C:18](=[O:25])[C:19]2[CH:24]=[CH:23][CH:22]=[CH:21][CH:20]=2)=[N:9]3)[CH:7]=[CH:6][CH:5]=[CH:4][CH:3]=1.C(N(C(C)C)CC)(C)C.Cl[C:36]1[N:41]=[C:40]([CH:42]([CH3:44])[CH3:43])[C:39]([F:45])=[CH:38][N:37]=1>O1CCOCC1.O.C(=O)(O)[O-].[Na+]>[F:45][C:39]1[C:40]([CH:42]([CH3:44])[CH3:43])=[N:41][C:36]([N:15]2[CH2:14][C@@H:13]3[C@@:8]([C:2]4[CH:3]=[CH:4][CH:5]=[CH:6][CH:7]=4)([N:9]=[C:10]([NH:17][C:18](=[O:25])[C:19]4[CH:20]=[CH:21][CH:22]=[CH:23][CH:24]=4)[S:11][CH2:12]3)[CH2:16]2)=[N:37][CH:38]=1 |f:0.1,6.7|. Procedure: A solution of N-[(4aR,7aS)-7a-phenyl-4a,5,6,7-tetrahydro-4H-pyrrolo[3,4-d][1,3]thiazin-2-yl]benzamide hydrochloride (285 mg, 7.62 μmol), diisopropylethylamine (798 μL, 4.57 mmol) and 2-chloro-5-fluoro-4-isopropyl-pyrimidine (0.798 g, 4.57 mmol) in 1,4-dioxane (15 mL) is heated to 100° C. for eight hours under nitrogen. The reaction mixture is cooled and diluted with water and aqueous saturated sodium bicarbonate. The mixture is extracted with ethyl acetate (3×). The combined organic layers are d...